Dataset: the Open Reaction Database (ORD), a public repository of structured organic reaction records. Task: describe an organic reaction: reactants, conditions, products, and yield Reactants: C1CCOC1, C[Si](C)(C)[N-][Si](C)(C)C, Cc1ccccc1, COc1ccc(C(C)C)cc1-c1ccc(C(F)(F)F)cc1CN, FC(F)(F)c1cc(CBr)cc(C(F)(F)F)c1, [K+], O. The product is COc1ccc(C(C)C)cc1-c1ccc(C(F)(F)F)cc1CNCc1cc(C(F)(F)F)cc(C(F)(F)F)c1. RXN SMILES: [CH2:51]1[O:52][CH2:53][CH2:54][CH2:55]1.[CH3:40][Si:41]([N-:42][Si:43]([CH3:44])([CH3:45])[CH3:46])([CH3:47])[CH3:48].[CH3:56][c:57]1[cH:58][cH:59][cH:60][cH:61][cH:62]1.[CH:1]([CH3:2])([CH3:3])[c:4]1[cH:5][cH:6][c:7]([O:22][CH3:23])[c:8](-[c:10]2[c:11]([CH2:20][NH2:21])[cH:12][c:13]([C:16]([F:17])([F:18])[F:19])[cH:14][cH:15]2)[cH:9]1.[F:24][C:25]([c:26]1[cH:27][c:28]([CH2:29][Br:30])[cH:31][c:32]([C:34]([F:35])([F:36])[F:37])[cH:33]1)([F:38])[F:39].[K+:49].[OH2:50]>>[CH:1]([CH3:2])([CH3:3])[c:4]1[cH:5][cH:6][c:7]([O:22][CH3:23])[c:8](-[c:10]2[c:11]([CH2:20][NH:21][CH2:29][c:28]3[cH:27][c:26]([C:25]([F:24])([F:38])[F:39])[cH:33][c:32]([C:34]([F:35])([F:36])[F:37])[cH:31]3)[cH:12][c:13]([C:16]([F:17])([F:18])[F:19])[cH:14][cH:15]2)[cH:9]1.